This data is from the Open Reaction Database (ORD), a public repository of structured organic reaction records. The task is: describe an organic reaction: reactants, conditions, products, and yield Reactants: ClC=1C=C(C=C(C1)Cl)NCC(=O)O (2-(3,5-dichlorophenylamino)acetic acid), C=1C=CC2=C(C1)N=NN2O (HOBt), CCN=C=NCCCN(C)C (EDCI), CC1C(CNCC1)NC(OC(C)(C)C)=O (tert-butyl 4-methylpiperidin-3-ylcarbamate), CCN(C(C)C)C(C)C (DIEA). Run in CN(C)C=O (DMF). Reaction conditions: time 5 hour. Product: ClC=1C=C(C=C(C1)Cl)NCC(=O)N1CC(C(CC1)C)NC(OC(C)(C)C)=O (tert-butyl 1-(2-(3,5-dichlorophenylamino)acetyl)-4-methylpiperidin-3-ylcarbamate). Yield: 55.7%. As a reaction SMILES: [Cl:1][C:2]1[CH:3]=[C:4]([NH:9][CH2:10][C:11]([OH:13])=O)[CH:5]=[C:6]([Cl:8])[CH:7]=1.C1C=CC2N(O)N=NC=2C=1.CCN=C=NCCCN(C)C.[CH3:35][CH:36]1[CH2:41][CH2:40][NH:39][CH2:38][CH:37]1[NH:42][C:43](=[O:49])[O:44][C:45]([CH3:48])([CH3:47])[CH3:46].CCN(C(C)C)C(C)C>CN(C=O)C>[Cl:8][C:6]1[CH:5]=[C:4]([NH:9][CH2:10][C:11]([N:39]2[CH2:40][CH2:41][CH:36]([CH3:35])[CH:37]([NH:42][C:43](=[O:49])[O:44][C:45]([CH3:48])([CH3:47])[CH3:46])[CH2:38]2)=[O:13])[CH:3]=[C:2]([Cl:1])[CH:7]=1. Procedure: To a solution of 2-(3,5-dichlorophenylamino)acetic acid (153 mg, 0.69 mmol) in DMF (5 mL) was added HOBt (141 mg, 1.0 mmol), EDCI (201 mg, 1.0 mmol), tert-butyl 4-methylpiperidin-3-ylcarbamate (150 mg, 0.69 mmol), and DIEA (0.18 mL, 1.3 mmol) at 0° C. Then the reaction mixture was stirred at rt for 5 h, partitioned between EtOAc and water. The organic phase was separated and washed with brine, and concentrated in vacuo to yield the crude product, which was purified by column chromatography using... Starting materials: CN(CCCl)CCCl, CS(C)=O, Cl, [H-], [Na+], O, c1ccc2c(c1)Cc1ccccc1O2. Product: Cl, CN1CCC2(CC1)c1ccccc1Oc1ccccc12. As a reaction SMILES: [CH3:17][N:18]([CH2:19][CH2:20][Cl:21])[CH2:22][CH2:23][Cl:24].[CH3:26][S:27](=[O:28])[CH3:29].[ClH:25].[H-:15].[Na+:16].[OH2:30].[cH:1]1[cH:2][cH:3][cH:4][c:5]2[c:14]1[CH2:13][c:12]1[c:7]([cH:8][cH:9][cH:10][cH:11]1)[O:6]2>>[ClH:21].[cH:1]1[cH:2][cH:3][cH:4][c:5]2[c:14]1[C:13]1([c:12]3[c:7]([cH:8][cH:9][cH:10][cH:11]3)[O:6]2)[CH2:20][CH2:19][N:18]([CH3:17])[CH2:22][CH2:23]1.